Dataset: the Open Reaction Database (ORD), a public repository of structured organic reaction records. Task: describe an organic reaction: reactants, conditions, products, and yield Starting materials: Compound D, C(C)(C)(C)[Si](OCC[C@@](C(=O)OC(C)(C)C)([C@H](\C=C\CCCCCCC1(OCCO1)CCCCCCC)C(N[C@@H](CC1=CC=C(C=C1)OCC#CC)C(=O)OC)=O)O)(C)C (tert-butyl (E)-(2S,3S)-2-[2-(tert-butyl-dimethyl-silanyloxy)-ethyl]-3-[(S)-2-(4-but-2-ynyloxy-phenyl)-1-methoxycarbonyl-ethylcarbamoyl]-11-(2-heptyl-[1,3]dioxolan-2-yl)-2-hydroxy-undec-4-enoate), C(CC(O)(C(=O)O)CC(=O)O)(=O)O (citric acid), [Cl-].[Na+] (sodium chloride), O (water). Solvent: C(C)#N (acetonitrile). Conditions: temperature 60 celsius, time 2.5 hour. The product is C(C#CC)OC1=CC=C(C=C1)C[C@@H](C(=O)OC)NC(=O)[C@H]([C@](C(=O)OC(C)(C)C)(CCO)O)\C=C\CCCCCCC(CCCCCCC)=O (tert-Butyl (E)-(2S,3S)-3-[(S)-2-(4-but-2-ynyloxy-phenyl)-1-methoxycarbonyl-ethylcarbamoyl]-2-hydroxy-2-(2-hydroxy-ethyl)-12-oxo-nonadec-4-enoate). Yield: 57.0%. As a reaction SMILES: C([Si](C)(C)[O:6][CH2:7][CH2:8][C@:9]([OH:58])([C@@H:17]([C:38](=[O:57])[NH:39][C@H:40]([C:53]([O:55][CH3:56])=[O:54])[CH2:41][C:42]1[CH:47]=[CH:46][C:45]([O:48][CH2:49][C:50]#[C:51][CH3:52])=[CH:44][CH:43]=1)/[CH:18]=[CH:19]/[CH2:20][CH2:21][CH2:22][CH2:23][CH2:24][CH2:25][C:26]1([CH2:31][CH2:32][CH2:33][CH2:34][CH2:35][CH2:36][CH3:37])OCC[O:27]1)[C:10]([O:12][C:13]([CH3:16])([CH3:15])[CH3:14])=[O:11])(C)(C)C.C(O)(=O)CC(CC(O)=O)(C(O)=O)O.[Cl-].[Na+].O>C(#N)C>[CH2:49]([O:48][C:45]1[CH:44]=[CH:43][C:42]([CH2:41][C@H:40]([NH:39][C:38]([C@@H:17](/[CH:18]=[CH:19]/[CH2:20][CH2:21][CH2:22][CH2:23][CH2:24][CH2:25][C:26](=[O:27])[CH2:31][CH2:32][CH2:33][CH2:34][CH2:35][CH2:36][CH3:37])[C@@:9]([OH:58])([CH2:8][CH2:7][OH:6])[C:10]([O:12][C:13]([CH3:14])([CH3:15])[CH3:16])=[O:11])=[O:57])[C:53]([O:55][CH3:56])=[O:54])=[CH:47][CH:46]=1)[C:50]#[C:51][CH3:52] |f:2.3|. Procedure: No. 5327507 Compound C (50.8 g, 59.2 mmol) was dissolved in acetonitrile (560 mL), and then an aqueous solution of 0.5 M citric acid (249 mL, 125 mmol) was added to the solution, which was stirred at 60° C. for 2.5 hours. After confirming that inner temperature had returned to room temperature, a mixture of a saturated aqueous solution of sodium chloride (51 mL) and water (813 mL) was added. The solution was extracted with 20% ethyl acetate/n-hexane (457 mL) 3 times. The organic layers were comb... Reported procedure: To a solution of 2-bromopyridine (1.0 g, 4.3 mmol) in dry tetrahydrofuran (30 mL) 1.6 M n-butyl lithium in hexanes (4.8 mL) was added dropwise at −78° C. The mixture was kept at this temperature for 1 hour, followed by addition of a solution of Example 68D in tetrahydrofuran. At the end of addition, the mixture was allowed to reach ambient temperature and stirred at 60° C. for 2 hours. The mixture was then cooled to 0° C., and diluted with ether (50 mL) and saturated aqueous NH4Cl (60 mL). The o... Run in O1CCCC1 (tetrahydrofuran), O1CCCC1 (tetrahydrofuran), hexanes, CCOCC (ether), [NH4+].[Cl-] (NH4Cl). Reaction SMILES: Br[C:2]1[CH:7]=[CH:6][CH:5]=[CH:4][N:3]=1.CON(C)[C:11](=[O:23])[CH2:12][C:13]1([C:17]2[CH:22]=[CH:21][CH:20]=[CH:19][CH:18]=2)[CH2:16][CH2:15][CH2:14]1>O1CCCC1.CCOCC.[NH4+].[Cl-]>[C:17]1([C:13]2([CH2:12][C:11]([C:2]3[CH:7]=[CH:6][CH:5]=[CH:4][N:3]=3)=[O:23])[CH2:16][CH2:15][CH2:14]2)[CH:22]=[CH:21][CH:20]=[CH:19][CH:18]=1 |f:4.5|. Yields the product C1(=CC=CC=C1)C1(CCC1)CC(=O)C1=NC=CC=C1 (2-(1-phenylcyclobutyl)-1-(pyridin-2-yl)ethanone). Conditions: temperature 60 celsius, time 1 hour. The reactants are CON(C(CC1(CCC1)C1=CC=CC=C1)=O)C (N-methoxy-N-methyl-2-(1-phenylcyclobutyl)acetamide), BrC1=NC=CC=C1 (2-bromopyridine). Reaction SMILES: C(OC([N:8]1[C:16]2[C:11](=[CH:12][CH:13]=[C:14]([Cl:17])[CH:15]=2)/[C:10](=[CH:18]/[C:19]2[CH:24]=[C:23]([Cl:25])[CH:22]=[CH:21][C:20]=2[N:26]2[CH2:31][CH2:30][N:29]([C:32]([O:34][C:35]([CH3:38])([CH3:37])[CH3:36])=[O:33])[CH2:28][CH2:27]2)/[C:9]1=[O:39])=O)(C)(C)C.[F:40][C:41]1[CH:42]=[CH:43][C:44]([CH3:56])=[C:45]([CH:47]=[N:48][C:49]([O:51][Si](C)(C)C)=[CH2:50])[CH:46]=1>C1(C)C=CC=CC=1>[C:35]([O:34][C:32]([N:29]1[CH2:28][CH2:27][N:26]([C:20]2[CH:21]=[CH:22][C:23]([Cl:25])=[CH:24][C:19]=2[CH:18]2[CH2:50][C:49](=[O:51])[NH:48][CH:47]([C:45]3[CH:46]=[C:41]([F:40])[CH:42]=[CH:43][C:44]=3[CH3:56])[C:10]32[C:11]2[C:16](=[CH:15][C:14]([Cl:17])=[CH:13][CH:12]=2)[NH:8][C:9]3=[O:39])[CH2:31][CH2:30]1)=[O:33])([CH3:38])([CH3:36])[CH3:37]. Isolated yield 17.7%. Starting materials: C(C)(C)(C)OC(=O)N1C(\C(\C2=CC=C(C=C12)Cl)=C/C1=C(C=CC(=C1)Cl)N1CCN(CC1)C(=O)OC(C)(C)C)=O (Z-3-[2-(4-tert-butoxycarbonyl-piperazin-1-yl)-5-chloro-benzylidene]-6-chloro-2-oxo-2,3-dihydro-indole-1-carboxylic acid tert-butyl ester), FC=1C=CC(=C(C1)C=NC(=C)O[Si](C)(C)C)C (1-(5-fluoro-2-methyl-phenyl)-3-trimethylsilyoxy-2-aza-1,3-butadiene). Solvent: C1(=CC=CC=C1)C (toluene). Procedure: In a manner similar to the method described in Example 1e, E/Z-3-[2-(4-tert-butoxycarbonyl-piperazin-1-yl)-5-chloro-benzylidene]-6-chloro-2-oxo-2,3-dihydro-indole-1-carboxylic acid tert-butyl ester (3 g, 5.2 mmol) was reacted with 1-(5-fluoro-2-methyl-phenyl)-3-trimethylsilyoxy-2-aza-1,3-butadiene (14 mmol) in toluene to give the title compound as a white solid (600 mg). Product: C(C)(C)(C)OC(=O)N1CCN(CC1)C1=C(C=C(C=C1)Cl)C1C2(C(NC(C1)=O)C1=C(C=CC(=C1)F)C)C(NC1=CC(=CC=C12)Cl)=O (Racemic (2′S,3S,4′R)-4′-[2-(4-tert-butoxycarbonyl-piperazin-1-yl)-5-chloro-phenyl]-6-chloro-2′-(5-fluoro-2-methyl-phenyl)spiro[3H-indole-3,3′-piperidine]-2,6′(1H)-dione). Starting materials: C1(CC1)[C@H](CC(=O)O)C1=C(C(=CC=C1)OCC1=CC(=C(C=C1)C1=C(C=CC(=C1)OC)F)[C@@H](C(C)(C)C)F)F ((3S)-3-Cyclopropyl-3-(2-fluoro-3-(((2′-fluoro-2-((1R)-1-fluoro-2,2-dimethylpropyl)-5′-(methyloxy)-1,1′-biphenyl-4-yl)methyl)oxy)phenyl)propanoic acid), C1(CC1)[C@@H](CC(=O)O)C1=C(C(=CC=C1)OCC1=CC(=C(C=C1)C1=C(C=CC(=C1)OC)F)[C@H](C(C)(C)C)F)F ((3R)-3-cyclopropyl-3-(2-fluoro-3-(((2′-fluoro-2-((1S)-1-fluoro-2,2-dimethylpropyl)-5′-(methyloxy)-1,1′-biphenyl-4-yl)methyl)oxy)phenyl)propanoic acid), 83.B, C1(CC1)[C@H](CC(=O)O)C1=C(C(=CC=C1)OCC1=CC(=C(C=C1)C1=C(C=CC(=C1)OC)F)[C@H](C(C)(C)C)F)F ((3S)-3-cyclopropyl-3-(2-fluoro-3-(((2′-fluoro-2-((1S)-1-fluoro-2,2-dimethylpropyl)-5′-(methyloxy)-1,1′-biphenyl-4-yl)methyl)oxy)phenyl)propanoic acid), C1(CC1)[C@@H](CC(=O)O)C1=C(C(=CC=C1)OCC1=CC(=C(C=C1)C1=C(C=CC(=C1)OC)F)[C@@H](C(C)(C)C)F)F ((3R)-3-cyclopropyl-3-(2-fluoro-3-(((2′-fluoro-2-((1R)-1-fluoro-2,2-dimethylpropyl)-5′-(methyloxy)-1,1′-biphenyl-4-yl)methyl)oxy)phenyl)propanoic acid), 66.30G. Yields the product C1(CC1)[C@@H](CC(=O)O)C1=C(C(=CC=C1)OCC1=CC(=C(C=C1)C1=C(C=CC(=C1)OC)F)[C@H](C(C)(C)C)OC)F ((3R)-3-cyclopropyl-3-(3-(((2-((1S)-2,2-dimethyl-1-(methyloxy)propyl)-2′-fluoro-5′-(methyloxy)-1,1′-biphenyl-4-yl)methyl)oxy)-2-fluorophenyl)propanoic acid). Isolated yield 88.0%. Reaction SMILES: [CH:1]1([C@@H:4]([C:9]2[CH:14]=[CH:13][CH:12]=[C:11]([O:15][CH2:16][C:17]3[CH:22]=[CH:21][C:20]([C:23]4[CH:28]=[C:27]([O:29][CH3:30])[CH:26]=[CH:25][C:24]=4[F:31])=[C:19]([C@H:32](F)[C:33]([CH3:36])([CH3:35])[CH3:34])[CH:18]=3)[C:10]=2[F:38])[CH2:5][C:6]([OH:8])=[O:7])[CH2:3][CH2:2]1.C1([C@@H](C2C=CC=C(OCC3C=CC(C4C=C(OC)C=CC=4F)=C([C@@H](F)C(C)(C)C)C=3)C=2F)C[C:44](O)=[O:45])CC1.C1([C@H](C2C=CC=C(OCC3C=CC(C4C=C(OC)C=CC=4F)=C([C@H](F)C(C)(C)C)C=3)C=2F)CC(O)=O)CC1.C1([C@H](C2C=CC=C(OCC3C=CC(C4C=C(OC)C=CC=4F)=C([C@@H](F)C(C)(C)C)C=3)C=2F)CC(O)=O)CC1>>[CH:1]1([C@H:4]([C:9]2[CH:14]=[CH:13][CH:12]=[C:11]([O:15][CH2:16][C:17]3[CH:22]=[CH:21][C:20]([C:23]4[CH:28]=[C:27]([O:29][CH3:30])[CH:26]=[CH:25][C:24]=4[F:31])=[C:19]([C@@H:32]([O:45][CH3:44])[C:33]([CH3:34])([CH3:35])[CH3:36])[CH:18]=3)[C:10]=2[F:38])[CH2:5][C:6]([OH:8])=[O:7])[CH2:2][CH2:3]1. Procedure details: (3S)-3-Cyclopropyl-3-(2-fluoro-3-(((2′-fluoro-2-((1R)-1-fluoro-2,2-dimethylpropyl)-5′-(methyloxy)-1,1′-biphenyl-4-yl)methyl)oxy)phenyl)propanoic acid or (3S)-3-cyclopropyl-3-(2-fluoro-3-(((2′-fluoro-2-((1S)-1-fluoro-2,2-dimethylpropyl)-5′-(methyloxy)-1,1′-biphenyl-4-yl)methyl)oxy)phenyl)propanoic acid or (3R)-3-cyclopropyl-3-(2-fluoro-3-(((2′-fluoro-2-((1R)-1-fluoro-2,2-dimethylpropyl)-5′-(methyloxy)-1,1′-biphenyl-4-yl)methyl)oxy)phenyl)propanoic acid or (3R)-3-cyclopropyl-3-(2-fluoro-3-(((2′-fl... Reactants: O1C=NC=C1 (oxazole), [Li]CCCC (n-BuLi), C1CCOC1 (THF), ClC=1C2=C(N=C(N1)N)N(N=N2)CC2=C(C=CC=C2)F (7-chloro-3-(2-fluorobenzyl)-3H-[1,2,3]triazolo[4,5-d]pyrimidine-5-amine). The reagents and catalysts are C=1C=CC(=CC1)[P](C=2C=CC=CC2)(C=3C=CC=CC3)[Pd]([P](C=4C=CC=CC4)(C=5C=CC=CC5)C=6C=CC=CC6)([P](C=7C=CC=CC7)(C=8C=CC=CC8)C=9C=CC=CC9)[P](C=1C=CC=CC1)(C=1C=CC=CC1)C=1C=CC=CC1 (Pd(PPh3)4), [Cl-].[Cl-].[Zn+2] (ZnCl2). Run at time 30 minute. The product is CCCC(C)C.CCOC(=O)C (iso-hexane EtOAc), FC1=C(CN2N=NC3=C2N=C(N=C3C3=CN=CO3)N)C=CC=C1 (3-(2-Fluorobenzyl)-7-(5-oxazolyl)-3H-[1,2,3]triazolo[4,5-d]pyrimidine-5-amine). Yield: 2.0%. RXN SMILES: [O:1]1[CH:5]=[CH:4][N:3]=[CH:2]1.[Li]CCCC.Cl[C:12]1[C:13]2[N:21]=[N:20][N:19]([CH2:22][C:23]3[CH:28]=[CH:27][CH:26]=[CH:25][C:24]=3[F:29])[C:14]=2[N:15]=[C:16]([NH2:18])[N:17]=1.[CH2:30]1[CH2:34][O:33][CH2:32][CH2:31]1>[Cl-].[Cl-].[Zn+2].C1C=CC([P]([Pd]([P](C2C=CC=CC=2)(C2C=CC=CC=2)C2C=CC=CC=2)([P](C2C=CC=CC=2)(C2C=CC=CC=2)C2C=CC=CC=2)[P](C2C=CC=CC=2)(C2C=CC=CC=2)C2C=CC=CC=2)(C2C=CC=CC=2)C2C=CC=CC=2)=CC=1>[CH3:26][CH2:25][CH2:24][CH:23]([CH3:28])[CH3:22].[CH3:31][CH2:32][O:33][C:34]([CH3:30])=[O:1].[F:29][C:24]1[CH:25]=[CH:26][CH:27]=[CH:28][C:23]=1[CH2:22][N:19]1[C:14]2[N:15]=[C:16]([NH2:18])[N:17]=[C:12]([C:5]3[O:1][CH:2]=[N:3][CH:4]=3)[C:13]=2[N:21]=[N:20]1 |f:4.5.6,8.9,^1:41,43,62,81|. Procedure details: A stirred solution of oxazole (138 mg, 2.0 mmol) in dry THF (10 mL) at −78° C., under argon was treated with n-BuLi (1.25 mL, 1.6-M in hexanes, 2.0 mmol), stirred for 30 min, treated with a solution of ZnCl2 (2.0 mL, 1-M in Et2O, 2.0 mmol)) and allowed to warm gradually to room temperature. The mixture was treated with 7-chloro-3-(2-fluorobenzyl)-3H-[1,2,3]triazolo[4,5-d]pyrimidine-5-amine (280 mg, 1.0 mmol) and Pd(PPh3)4 (100 mg), refluxed for 4 h and partitioned between saturated NH4Cl solutio... The reactants are ClC(Cl)Cl, Nc1cc(C(F)(F)F)cc2nc(N3CCN(c4ncccc4C(F)(F)F)CC3)[nH]c12, O=Cc1cc(F)c(F)c(F)c1. Yields the product Fc1cc(CNc2cc(C(F)(F)F)cc3nc(N4CCN(c5ncccc5C(F)(F)F)CC4)[nH]c23)cc(F)c1F. RXN SMILES: [CH:42]([Cl:43])([Cl:44])[Cl:45].[F:1][C:2]([c:3]1[cH:4][c:5]2[c:6]([nH:7][c:8]([N:10]3[CH2:11][CH2:12][N:13]([c:16]4[n:17][cH:18][cH:19][cH:20][c:21]4[C:22]([F:23])([F:24])[F:25])[CH2:14][CH2:15]3)[n:9]2)[c:26]([NH2:28])[cH:27]1)([F:29])[F:30].[F:31][c:32]1[cH:33][c:34]([CH:35]=[O:36])[cH:37][c:38]([F:41])[c:39]1[F:40]>>[F:1][C:2]([c:3]1[cH:4][c:5]2[c:6]([nH:7][c:8]([N:10]3[CH2:11][CH2:12][N:13]([c:16]4[n:17][cH:18][cH:19][cH:20][c:21]4[C:22]([F:23])([F:24])[F:25])[CH2:14][CH2:15]3)[n:9]2)[c:26]([NH:28][CH2:35][c:34]2[cH:33][c:32]([F:31])[c:39]([F:40])[c:38]([F:41])[cH:37]2)[cH:27]1)([F:29])[F:30]. Starting materials: CC(C)(C)OC(=O)N1CC(Oc2ccc(Nc3nc(N)c(C(=O)c4cccc(F)c4)s3)cc2)C1, CCOCC, Cl. Product: Nc1nc(Nc2ccc(OC3CNC3)cc2)sc1C(=O)c1cccc(F)c1. RXN SMILES: [C:1]([O:2][C:3](=[O:4])[N:8]1[CH2:9][CH:10]([O:12][c:13]2[cH:14][cH:15][c:16]([NH:19][c:20]3[s:21][c:22]([C:26]([c:27]4[cH:28][c:29]([F:33])[cH:30][cH:31][cH:32]4)=[O:34])[c:23]([NH2:25])[n:24]3)[cH:17][cH:18]2)[CH2:11]1)([CH3:5])([CH3:6])[CH3:7].[CH3:36][CH2:37][O:38][CH2:39][CH3:40].[ClH:35]>>[NH:8]1[CH2:9][CH:10]([O:12][c:13]2[cH:14][cH:15][c:16]([NH:19][c:20]3[s:21][c:22]([C:26]([c:27]4[cH:28][c:29]([F:33])[cH:30][cH:31][cH:32]4)=[O:34])[c:23]([NH2:25])[n:24]3)[cH:17][cH:18]2)[CH2:11]1. Starting materials: CSC1=NC=CC(=N1)C1=CC=C(S1)S(=O)(=O)Cl (5-[2-(methylthio)pyrimidin-4-yl]thiophene-2-sulfonyl chloride), NC=1C=C(C(=O)O)C=CC1 (3-aminobenzoic acid). The product is CSC1=NC=CC(=N1)C1=CC=C(S1)S(=O)(=O)NC=1C=C(C(=O)O)C=CC1 (3-[[5-(2-Methylsulfanylpyrimidin-4-yl)-2-thienyl]sulfonylamino]benzoic acid). Yield: 78.5%. As a reaction SMILES: [CH3:1][S:2][C:3]1[N:8]=[C:7]([C:9]2[S:13][C:12]([S:14](Cl)(=[O:16])=[O:15])=[CH:11][CH:10]=2)[CH:6]=[CH:5][N:4]=1.[NH2:18][C:19]1[CH:20]=[C:21]([CH:25]=[CH:26][CH:27]=1)[C:22]([OH:24])=[O:23]>>[CH3:1][S:2][C:3]1[N:8]=[C:7]([C:9]2[S:13][C:12]([S:14]([NH:18][C:19]3[CH:20]=[C:21]([CH:25]=[CH:26][CH:27]=3)[C:22]([OH:24])=[O:23])(=[O:16])=[O:15])=[CH:11][CH:10]=2)[CH:6]=[CH:5][N:4]=1. Reported procedure: The product was prepared according to General Procedure 1, described in Example 1, starting with 5-[2-(methylthio)pyrimidin-4-yl]thiophene-2-sulfonyl chloride (16.8 mg, 0.055 mmol) and 3-aminobenzoic acid (6.9 mg, 0.05 mmol) affording 16.0 mg (78%) of the title compound. MS (ESI+) calcd for C16H13N3O4S3 407.006818, found 407.007148. Starting materials: OCC12COP(OC1)OC2, O=C=Nc1ccccc1. Product: O=C(Nc1ccccc1)OCC12COP(OC1)OC2. As a reaction SMILES: [OH:1][CH2:2][C:3]12[CH2:4][O:5][P:6]([O:7][CH2:8]1)[O:9][CH2:10]2.[c:11]1([N:17]=[C:18]=[O:19])[cH:12][cH:13][cH:14][cH:15][cH:16]1>>[O:1]([CH2:2][C:3]12[CH2:4][O:5][P:6]([O:7][CH2:8]1)[O:9][CH2:10]2)[C:18]([NH:17][c:11]1[cH:12][cH:13][cH:14][cH:15][cH:16]1)=[O:19].